Dataset: the Open Reaction Database (ORD), a public repository of structured organic reaction records. Task: describe an organic reaction: reactants, conditions, products, and yield Reactants: O=C([O-])O, CNc1cc(C(=O)OC)ccc1[N+](=O)[O-], CCO, [Na+], C1CCOC1. Product: CNc1cc(C(=O)OC)ccc1N. RXN SMILES: [C:16](=[O:17])([OH:18])[O-:19].[CH3:1][O:2][C:3](=[O:4])[c:5]1[cH:6][c:7]([NH:14][CH3:15])[c:8]([N+:11]([O-:12])=[O:13])[cH:9][cH:10]1.[CH3:26][CH2:27][OH:28].[Na+:20].[O:21]1[CH2:22][CH2:23][CH2:24][CH2:25]1>>[CH3:1][O:2][C:3](=[O:4])[c:5]1[cH:6][c:7]([NH:14][CH3:15])[c:8]([NH2:11])[cH:9][cH:10]1. Starting materials: CCCCc1cn(C(C)(C)C)sc1=NC(=O)C1(C)CCC(C(=O)O)C1(C)C, CN, Cl. Product: CCCCc1cn(C(C)(C)C)sc1=NC(=O)C1(C)CCC(C(=O)NC)C1(C)C. Reaction SMILES: [CH2:1]([CH2:2][CH2:3][CH3:4])[c:5]1[cH:6][n:7]([C:24]([CH3:25])([CH3:26])[CH3:27])[s:8][c:9]1=[N:10][C:11](=[O:12])[C:13]1([CH3:23])[C:14]([CH3:21])([CH3:22])[CH:15]([C:18](=[O:19])[OH:20])[CH2:16][CH2:17]1.[CH3:29][NH2:30].[ClH:28]>>[CH2:1]([CH2:2][CH2:3][CH3:4])[c:5]1[cH:6][n:7]([C:24]([CH3:25])([CH3:26])[CH3:27])[s:8][c:9]1=[N:10][C:11](=[O:12])[C:13]1([CH3:23])[C:14]([CH3:21])([CH3:22])[CH:15]([C:18](=[O:20])[NH:30][CH3:29])[CH2:16][CH2:17]1. The reactants are N1=CNC2=C1C=CC(=C2)C(=O)NN (benzimidazol-5-carbohydrazide), ClC=1C=C(C=CC1OC)CCC(=O)O (3-(3-chloro-4-methoxyphenyl)propionic acid). Product: ClC=1C=C(CCC2=NN=C(O2)C2=CC3=C(NC=N3)C=C2)C=CC1OC (5-(5-(3-Chloro-4-methoxyphenethyl)-1,3,4-oxadiazol-2-yl)-1H-benzo[d]imidazole). As a reaction SMILES: [N:1]1[C:5]2[CH:6]=[CH:7][C:8]([C:10]([NH:12][NH2:13])=[O:11])=[CH:9][C:4]=2[NH:3][CH:2]=1.[Cl:14][C:15]1[CH:16]=[C:17]([CH2:23][CH2:24][C:25](O)=O)[CH:18]=[CH:19][C:20]=1[O:21][CH3:22]>>[Cl:14][C:15]1[CH:16]=[C:17]([CH:18]=[CH:19][C:20]=1[O:21][CH3:22])[CH2:23][CH2:24][C:25]1[O:11][C:10]([C:8]2[CH:7]=[CH:6][C:5]3[NH:1][CH:2]=[N:3][C:4]=3[CH:9]=2)=[N:12][N:13]=1. Reported procedure: The compound was synthesized starting from benzimidazol-5-carbohydrazide (176 mg, 1 mmol) and 3-(3-chloro-4-methoxyphenyl)propionic acid (215 mg; 1 mmol) as described in method 2; yield: 0.071 g (20.1%); MS m/z: 355.4/357.1 [M+H]+; 1H-NMR (DMSO d6, 400 MHz): δ 3.06-3.08 (m, 2H); 3.24-3.27 (m, 2H); 3.80 (s, 3H); 7.04-7.06 (m, 1H); 7.21-7.23 (m, 1H); 7.39 (br s, 1H); 7.87-7.89 (m, 1H); 7.94-7.96 (m, 1H); 8.25 (br s, 1H); 8.92 (s, 1H); HPLC (METHOD [A]): rt 12.55 min (95.7%) Reactants: BrC=1C=C(C(=O)Cl)C=C(C1Cl)S(N)(=O)=O (3-bromo-4-chloro-5-sulfamoyl-benzoyl chloride), [N+](=[N-])=C (diazomethane). The product is BrC=1C=C(C=C(C1Cl)S(N)(=O)=O)C(C=[N+]=[N-])=O (3'-bromo-4'-chloro-5'-sulfamoyl-diazoacetophenone). RXN SMILES: [Br:1][C:2]1[CH:3]=[C:4]([CH:8]=[C:9]([S:12](=[O:15])(=[O:14])[NH2:13])[C:10]=1[Cl:11])[C:5](Cl)=[O:6].[N+:16](=[CH2:18])=[N-:17]>>[Br:1][C:2]1[CH:3]=[C:4]([C:5](=[O:6])[CH:18]=[N+:16]=[N-:17])[CH:8]=[C:9]([S:12](=[O:15])(=[O:14])[NH2:13])[C:10]=1[Cl:11]. Reported procedure: 33 g of 3-bromo-4-chloro-5-sulfamoyl-benzoyl chloride were reacted in a manner analogous to the method described in Example 1 b) with diazomethane to yield the 3'-bromo-4'-chloro-5'-sulfamoyl-diazoacetophenone and worked up. M.p. 193° C (decomposition). As a reaction SMILES: [NH2:1][C:2]1[CH:19]=[CH:18][C:17]([O:20][C:21]([F:24])([F:23])[F:22])=[CH:16][C:3]=1[C:4]([NH:6][CH2:7][C:8]([NH:10][C@@H:11]1[CH2:15][CH2:14][NH:13][CH2:12]1)=[O:9])=[O:5].[Cl:25][C:26]1[CH:33]=[CH:32][C:29]([CH2:30]Cl)=[C:28]([N+:34]([O-])=O)[CH:27]=1.C(#N)C>C(Cl)(Cl)Cl>[NH2:1][C:2]1[CH:19]=[CH:18][C:17]([O:20][C:21]([F:24])([F:22])[F:23])=[CH:16][C:3]=1[C:4]([NH:6][CH2:7][C:8]([NH:10][C@@H:11]1[CH2:15][CH2:14][N:13]([CH2:30][C:29]2[CH:32]=[CH:33][C:26]([Cl:25])=[CH:27][C:28]=2[NH2:34])[CH2:12]1)=[O:9])=[O:5]. Reactants: NC1=C(C(=O)NCC(=O)N[C@H]2CNCC2)C=C(C=C1)OC(F)(F)F ((R)-3-[[N-(2-amino-5-trifluoromethoxybenzoyl)glycyl]amino]pyrrolidine), ClC1=CC(=C(CCl)C=C1)[N+](=O)[O-] (4-chloro-2-nitrobenzyl chloride), C(C)#N (acetonitrile). Run at time 1.5 hour. Run in C(Cl)(Cl)Cl (chloroform). The product is NC1=C(C(=O)NCC(=O)N[C@H]2CN(CC2)CC2=C(C=C(C=C2)Cl)N)C=C(C=C1)OC(F)(F)F ((R)-3-[[N-(2-amino-5-trifluoromethoxybenzoyl)glycyl]amino]-1-(2-amino-4-chlorobenzyl)pyrrolidine). Procedure: A mixture of (R)-3-[[N-(2-amino-5-trifluoromethoxybenzoyl)glycyl]amino]pyrrolidine (0.050 mmol) with 4-chloro-2-nitrobenzyl chloride (0.050 mmol), a piperidinomethylpolystyrene (60 mg), acetonitrile (1.0 mL) and chloroform (0.7 mL) was stirred at 50® C. overnight. The resulting reaction mixture was cooled, loaded onto a Varian™ SCX column and washed with 50% chloroform/methanol (10 mL) and methanol (10 mL). The obtained crude product was eluted with a solution of 2 M NH3 in methanol (5 mL) and c... Reactants: C=CCC(CCCCCCCCCCCCCCCCC)OCc1ccccc1, C1CCOC1. Product: CCCCCCCCCCCCCCCCCC(CCCO)OCc1ccccc1. Reaction SMILES: [CH2:1]([c:2]1[cH:3][cH:4][cH:5][cH:6][cH:7]1)[O:8][CH:9]([CH2:10][CH:11]=[CH2:12])[CH2:13][CH2:14][CH2:15][CH2:16][CH2:17][CH2:18][CH2:19][CH2:20][CH2:21][CH2:22][CH2:23][CH2:24][CH2:25][CH2:26][CH2:27][CH2:28][CH3:29].[O:30]1[CH2:31][CH2:32][CH2:33][CH2:34]1>>[CH2:1]([c:2]1[cH:3][cH:4][cH:5][cH:6][cH:7]1)[O:8][CH:9]([CH2:10][CH2:11][CH2:12][OH:30])[CH2:13][CH2:14][CH2:15][CH2:16][CH2:17][CH2:18][CH2:19][CH2:20][CH2:21][CH2:22][CH2:23][CH2:24][CH2:25][CH2:26][CH2:27][CH2:28][CH3:29]. Starting materials: O=C1CCC(=O)N1Br, COc1ccccc1CNC(=O)OC(C)(C)C, CC#N. Yields the product COc1ccc(Br)cc1CNC(=O)OC(C)(C)C. RXN SMILES: [Br:18][N:19]1[C:20](=[O:21])[CH2:22][CH2:23][C:24]1=[O:25].[CH3:1][O:2][c:3]1[c:4]([CH2:5][NH:6][C:7]([O:8][C:9]([CH3:10])([CH3:11])[CH3:12])=[O:13])[cH:14][cH:15][cH:16][cH:17]1.[CH3:26][C:27]#[N:28]>>[CH3:1][O:2][c:3]1[c:4]([CH2:5][NH:6][C:7]([O:8][C:9]([CH3:10])([CH3:11])[CH3:12])=[O:13])[cH:14][c:15]([Br:18])[cH:16][cH:17]1. The reactants are NC1=CC=C(OC=2C(=CC(=C(C2)N2N=C(N(C2=O)C(F)F)C)F)Cl)C=C1 (1-[5-(4-aminophenoxy)-4-chloro-2-fluorophenyl]-4-difluoromethyl-4,5-dihydro -3-methyl-1,2,4-triazol-5(1H)-one), C=1(C(=CC=CC1)C)C (xylene), S(O)(O)(=O)=O (sulfuric acid), N(=O)[O-].[Na+] (sodium nitrite). The reagents and catalysts are O.O.O.O.O.S(=O)(=O)([O-])[O-].[Cu+2] (copper (II) sulfate pentahydrate). Solvent: O (water), O (water). Conditions: temperature 20 celsius. The product is ClC1=CC(=C(C=C1OC1=CC=C(C=C1)O)N1N=C(N(C1=O)C(F)F)C)F (1-[4-chloro-2-fluoro-5-(4-hydroxyphenoxy)phenyl]-4-difluoromethyl-4,5-dihydro-3-methyl-1,2,4-triazol-5-(1H)-one). RXN SMILES: N[C:2]1[CH:26]=[CH:25][C:5]([O:6][C:7]2[C:8]([Cl:24])=[CH:9][C:10]([F:23])=[C:11]([N:13]3[C:17](=[O:18])[N:16]([CH:19]([F:21])[F:20])[C:15]([CH3:22])=[N:14]3)[CH:12]=2)=[CH:4][CH:3]=1.S(=O)(=O)(O)[OH:28].N([O-])=O.[Na+].C1(C)C(C)=CC=CC=1>O.O.O.O.O.O.S([O-])([O-])(=O)=O.[Cu+2]>[Cl:24][C:8]1[C:7]([O:6][C:5]2[CH:4]=[CH:3][C:2]([OH:28])=[CH:26][CH:25]=2)=[CH:12][C:11]([N:13]2[C:17](=[O:18])[N:16]([CH:19]([F:20])[F:21])[C:15]([CH3:22])=[N:14]2)=[C:10]([F:23])[CH:9]=1 |f:2.3,6.7.8.9.10.11.12|. Reported procedure: While maintaining a temperature of 20° to 25° C., 4.4 g (0.011 mole) of 1-[5-(4-aminophenoxy)-4-chloro-2-fluorophenyl]-4-difluoromethyl-4,5-dihydro -3-methyl-1,2,4-triazol-5(1H)-one was added to 4.0 mL of stirred, concentrated sulfuric acid. To this was added a solution of 0.89 g (0.13 mole) of sodium nitrite dissolved in 6.0 mL of water, while continuing to maintain a temperature of about 20° C. After complete addition, the mixture was stirred at 20° C. for 30 minutes. This mixture was added th... Reactants: CS(=O)(=O)c1ccccc1, COCCOC, Cl, COC(=O)c1ccc(NCCCCCCCCCCCCCCCC(F)(F)F)cc1, [H-], [Na+], C1CCOC1. Product: O=C(CS(=O)(=O)c1ccccc1)c1ccc(NCCCCCCCCCCCCCCCC(F)(F)F)cc1. RXN SMILES: [CH3:3][S:4](=[O:5])(=[O:6])[c:7]1[cH:8][cH:9][cH:10][cH:11][cH:12]1.[CH3:49][O:50][CH2:51][CH2:52][O:53][CH3:54].[ClH:43].[F:13][C:14]([CH2:15][CH2:16][CH2:17][CH2:18][CH2:19][CH2:20][CH2:21][CH2:22][CH2:23][CH2:24][CH2:25][CH2:26][CH2:27][CH2:28][CH2:29][NH:30][c:31]1[cH:32][cH:33][c:34]([C:35](=[O:36])[O:37][CH3:38])[cH:39][cH:40]1)([F:41])[F:42].[H-:1].[Na+:2].[O:44]1[CH2:45][CH2:46][CH2:47][CH2:48]1>>[CH2:3]([S:4](=[O:5])(=[O:6])[c:7]1[cH:8][cH:9][cH:10][cH:11][cH:12]1)[C:35]([c:34]1[cH:33][cH:32][c:31]([NH:30][CH2:29][CH2:28][CH2:27][CH2:26][CH2:25][CH2:24][CH2:23][CH2:22][CH2:21][CH2:20][CH2:19][CH2:18][CH2:17][CH2:16][CH2:15][C:14]([F:13])([F:41])[F:42])[cH:40][cH:39]1)=[O:36]. The reactants are O=C([O-])O, CN(C)CCCN, Cn1c([N+](=O)[O-])cnc1C1=CNN(Cl)S1, [Na+], c1ccccc1. The product is CN(C)CCCNN1NC=C(c2ncc([N+](=O)[O-])n2C)S1. Reaction SMILES: [C:23](=[O:24])([OH:25])[O-:26].[CH3:16][N:17]([CH2:18][CH2:19][CH2:20][NH2:21])[CH3:22].[Cl:1][N:2]1[S:3][C:4]([c:7]2[n:8]([CH3:15])[c:9]([N+:12](=[O:13])[O-:14])[cH:10][n:11]2)=[CH:5][NH:6]1.[Na+:27].[cH:28]1[cH:29][cH:30][cH:31][cH:32][cH:33]1>>[N:2]1([NH:21][CH2:20][CH2:19][CH2:18][N:17]([CH3:16])[CH3:22])[S:3][C:4]([c:7]2[n:8]([CH3:15])[c:9]([N+:12](=[O:13])[O-:14])[cH:10][n:11]2)=[CH:5][NH:6]1.